Dataset: the Open Reaction Database (ORD), a public repository of structured organic reaction records. Task: describe an organic reaction: reactants, conditions, products, and yield Starting materials: O=C([O-])[O-], CCC(C)=O, ClCCCBr, [K+], [K+], NC(=O)c1ccc(O)cc1. Product: NC(=O)c1ccc(OCCCCl)cc1. As a reaction SMILES: [C:11](=[O:12])([O-:13])[O-:14].[CH3:22][C:23](=[O:24])[CH2:25][CH3:26].[Cl:17][CH2:18][CH2:19][CH2:20][Br:21].[K+:15].[K+:16].[OH:1][c:2]1[cH:3][cH:4][c:5]([C:6](=[O:7])[NH2:8])[cH:9][cH:10]1>>[O:1]([c:2]1[cH:3][cH:4][c:5]([C:6](=[O:7])[NH2:8])[cH:9][cH:10]1)[CH2:20][CH2:19][CH2:18][Cl:17]. Starting materials: CC=1N=C(SC1C(=O)OCC)N1C=NN(C1=O)CC1=CC=C(C=C1)C(F)(F)F (ethyl 4-methyl-2-(5-oxo-1-(4-(trifluoromethyl)benzyl)-1H-1,2,4-triazol-4(5H)-yl)thiazole-5-carboxylate), CC=1N=C(SC1C(=O)OCC)N1C=NNC1=O (ethyl 4-methyl-2-(5-oxo-1H-1,2,4-triazol-4(5H)-yl)thiazole-5-carboxylate). Yields the product CC=1N=C(SC1C(=O)O)N1C=NNC1=O (4-methyl-2-(5-oxo-1H-1,2,4-triazol-4(5H)-yl)thiazole-5-carboxylic acid). Yield: 94.0%. As a reaction SMILES: [CH3:1][C:2]1[N:3]=[C:4]([N:12]2[C:16](=[O:17])[N:15](CC3C=CC(C(F)(F)F)=CC=3)[N:14]=[CH:13]2)[S:5][C:6]=1[C:7]([O:9]CC)=[O:8].CC1N=C(N2C(=O)NN=C2)SC=1C(OCC)=O>>[CH3:1][C:2]1[N:3]=[C:4]([N:12]2[C:16](=[O:17])[NH:15][N:14]=[CH:13]2)[S:5][C:6]=1[C:7]([OH:9])=[O:8]. Procedure: Following the procedure as described in Example 20, making variation as required to replace ethyl 4-methyl-2-(5-oxo-1-(4-(trifluoromethyl)benzyl)-1H-1,2,4-triazol-4(5H)-yl)thiazole-5-carboxylate with ethyl 4-methyl-2-(5-oxo-1H-1,2,4-triazol-4(5H)-yl)thiazole-5-carboxylate, the title compound was obtained as a white solid in 94% yield: MS (ES−) m/z 225.0 (M−1). The reactants are di(lower)alkoxy, COC1=C(C=C2C=3C(CN(CC13)C)C1=C(CC2)C=CC=C1)OC (4,5-dimethoxy-2-methyl-1,2,3,7,8,12b-hexahydrobenzo[6,7]cyclohepta[1,2,3-de]isoquinoline), ice water. Run in I (hydriodic acid). Product: COC1=CC2=C3C(CN(CC3=C1O)C)C1=C(CC2)C=CC=C1 (5-Methoxy-2-methyl-1,2,3,7,8,12b-hexahydrobenzo[6,7]cyclohepta[1,2,3-de]isoquinolin-4-ol). RXN SMILES: C[O:2][C:3]1[C:12]2[CH2:11][N:10]([CH3:13])[CH2:9][CH:8]3[C:14]4[CH:21]=[CH:20][CH:19]=[CH:18][C:15]=4[CH2:16][CH2:17][C:6]([C:7]=23)=[CH:5][C:4]=1[O:22][CH3:23]>I>[CH3:23][O:22][C:4]1[C:3]([OH:2])=[C:12]2[C:7]3[CH:8]([C:14]4[CH:21]=[CH:20][CH:19]=[CH:18][C:15]=4[CH2:16][CH2:17][C:6]=3[CH:5]=1)[CH2:9][N:10]([CH3:13])[CH2:11]2. Procedure details: A suspension of the di(lower)alkoxy compound, 4,5-dimethoxy-2-methyl-1,2,3,7,8,12b-hexahydrobenzo[6,7]cyclohepta[1,2,3-de]isoquinoline (1.0 g, 3.2 mmol, described in example 4) in 58% (v/w) hydriodic acid (30 mL) was stirred in a closed vessel for 3 weeks at 20°-22° C. The reaction mixture was poured into ice water (50 mL). The resulting precipitate was collected, washed with a small amount of water, and then partitioned between concentrated ammonium hydroxide-water (1:1, v/v) and ethyl acetate.... Procedure: Sodium nitrate (400 grams) which had been ground in a ball mill and screened through a 35-mesh (Tyler) screen was incorporated into the emulsion at 23° C. by gentle stirring. Pentaerythritol tetranitrate (PETN) (1200 grams), wet with 63 grams of water at 23° C., was incorporated in the same manner, stirring having been accomplished with a wooden spatula. The PETN was a crude grade obtained by nitrating pentaerythritol, washing to neutralize the surface, and drying. The temperature of the emulsio... Yields the product OCC(CO)(CO)CO (pentaerythritol). As a reaction SMILES: [N+]([O-])([O-])=O.[Na+].[N+]([O:9][CH2:10][C:11]([CH2:22][O:23][N+]([O-])=O)([CH2:17][O:18][N+]([O-])=O)[CH2:12][O:13][N+]([O-])=O)([O-])=O>O>[OH:9][CH2:10][C:11]([CH2:22][OH:23])([CH2:17][OH:18])[CH2:12][OH:13] |f:0.1|. Reactants: [N+](=O)([O-])[O-].[Na+] (Sodium nitrate), [N+](=O)([O-])OCC(CO[N+](=O)[O-])(CO[N+](=O)[O-])CO[N+](=O)[O-] (Pentaerythritol tetranitrate), [N+](=O)([O-])OCC(CO[N+](=O)[O-])(CO[N+](=O)[O-])CO[N+](=O)[O-] (PETN). Solvent: O (water). Starting materials: ClC1=CC=C2C3=C(C=NC2=C1)C1=C(N3)CCNC1 (3-chloro-8,9,10,11-tetrahydro-7H-pyrido[3',4':4,5]pyrrolo[3,2-c]quinoline), FC1=CC=C(C#N)C=C1 (p-fluorobenzonitrile), C(=O)([O-])[O-].[K+].[K+] (K2CO3), CS(=O)C (dimethylsulfoxide). Solvent: O (water). Yields the product ClC1=CC=C2C3=C(C=NC2=C1)C1=C(N3)CCN(C1)C1=CC=C(C#N)C=C1 (4-(3-Chloro-8,9,10,11-tetrahydro-7H-pyrido[3',4':4,5]-pyrrolo[3,2-c]quinolin-8-yl)benzonitrile). Isolated yield 4.3%. As a reaction SMILES: [Cl:1][C:2]1[CH:11]=[C:10]2[C:5]([C:6]3[NH:14][C:13]4[CH2:15][CH2:16][NH:17][CH2:18][C:12]=4[C:7]=3[CH:8]=[N:9]2)=[CH:4][CH:3]=1.F[C:20]1[CH:27]=[CH:26][C:23]([C:24]#[N:25])=[CH:22][CH:21]=1.C([O-])([O-])=O.[K+].[K+].CS(C)=O>O>[Cl:1][C:2]1[CH:11]=[C:10]2[C:5]([C:6]3[NH:14][C:13]4[CH2:15][CH2:16][N:17]([C:20]5[CH:27]=[CH:26][C:23]([C:24]#[N:25])=[CH:22][CH:21]=5)[CH2:18][C:12]=4[C:7]=3[CH:8]=[N:9]2)=[CH:4][CH:3]=1 |f:2.3.4|. Procedure details: A solution of 1.00 g (3.88 mmol) of 3-chloro-8,9,10,11-tetrahydro-7H-pyrido[3',4':4,5]pyrrolo[3,2-c]quinoline, 0.47 g (3.88 mmol) of p-fluorobenzonitrile, 0.54 g (3.88 mmol) of K2CO3 and 8 ml of dimethylsulfoxide are stirred at 80° C. for 3 days. The reaction mixture is allowed to cool and is diluted with water producing a brown precipitate which is collected by filtration and dried. The crude product is purified by flash column chromatography (5% methanol in chloroform) to yield 0.06 g (4%) of ... The reactants are ClC1=CC=C(S1)C(=O)C1=CC=C(C=C1)C(C)Br (α-bromo-α-methyl-p-tolyl 5-chloro-2-thienyl ketone), [C-]#N.[Na+] (sodium cyanide), O (water). Solvent: O1CCOCC1 (dioxane). Conditions: temperature 90 celsius, time 17 hour. Yields the product ClC1=CC=C(S1)C(=O)C1=CC=C(C(C#N)C)C=C1 (p-(5-chloro-2-thenoyl)hydratroponitrile). As a reaction SMILES: [Cl:1][C:2]1[S:6][C:5]([C:7]([C:9]2[CH:14]=[CH:13][C:12]([CH:15](Br)[CH3:16])=[CH:11][CH:10]=2)=[O:8])=[CH:4][CH:3]=1.[C-:18]#[N:19].[Na+].O>O1CCOCC1>[Cl:1][C:2]1[S:6][C:5]([C:7]([C:9]2[CH:14]=[CH:13][C:12]([CH:15]([CH3:16])[C:18]#[N:19])=[CH:11][CH:10]=2)=[O:8])=[CH:4][CH:3]=1 |f:1.2|. Procedure details: A mixture of 9.9 parts of α-bromo-α-methyl-p-tolyl 5-chloro-2-thienyl ketone, 1.96 parts of sodium cyanide, 12 parts of water and 48 parts of dioxane is stirred for 17 hours while heating at 90° C. The reaction is evaporated and 36 parts of water are added to the residue. The product is extracted with ether. The extract is dried and evaporated. The residue is purified by column-chromatography over silicagel, using chloroform as eluent. The pure fraction is collected and the eluent is evaporated.... Starting materials: COC1=CC=CC=2N=C(NC21)C(F)(F)F (4-methoxy-2-trifluoromethylbenzimidazole), C(CC)Br (propyl bromide). The product is COC1=CC=CC2=C1N=C(N2CCC)C(F)(F)F (7-Methoxy-3-propyl-2-trifluoromethylbenzimidazole). Reaction SMILES: [CH3:1][O:2][C:3]1[C:11]2[NH:10][C:9]([C:12]([F:15])([F:14])[F:13])=[N:8][C:7]=2[CH:6]=[CH:5][CH:4]=1.[CH2:16](Br)[CH2:17][CH3:18]>>[CH3:1][O:2][C:3]1[C:11]2[N:10]=[C:9]([C:12]([F:15])([F:13])[F:14])[N:8]([CH2:16][CH2:17][CH3:18])[C:7]=2[CH:6]=[CH:5][CH:4]=1. Procedure: Prepared from 4-methoxy-2-trifluoromethylbenzimidazole (2.4 g) and propyl bromide (3.02 ml). Purification by flash chromatography on silica eluting with 15% ethyl acetate in hexane gave the title compound as a white solid (2.03 g). Starting materials: NS(=O)(=O)C1=CC=C(C=C1)C=1SC=C(N1)C(=O)OCC (ethyl 2-(4-aminosulfonylphenyl)thiazole-4-carboxylate), LiOH monohydrate. Run in O (H2O), CO (MeOH). Run at temperature 75 celsius. Yields the product NS(=O)(=O)C1=CC=C(C=C1)C=1SC=C(N1)C(=O)O (2-(4-Aminosulfonylphenyl)thiazole-4-carboxylic acid). As a reaction SMILES: [NH2:1][S:2]([C:5]1[CH:10]=[CH:9][C:8]([C:11]2[S:12][CH:13]=[C:14]([C:16]([O:18]CC)=[O:17])[N:15]=2)=[CH:7][CH:6]=1)(=[O:4])=[O:3]>CO.O>[NH2:1][S:2]([C:5]1[CH:6]=[CH:7][C:8]([C:11]2[S:12][CH:13]=[C:14]([C:16]([OH:18])=[O:17])[N:15]=2)=[CH:9][CH:10]=1)(=[O:3])=[O:4]. Procedure: In an oven-dried, 100-mL, round-bottomed flask was placed ethyl 2-(4-aminosulfonylphenyl)thiazole-4-carboxylate (1300 mg, 4.2 mmol), LiOH monohydrate (350 mg, 8.3 mmol) in MeOH (40 mL) and H2O (4 mL). The solution was heated to 75° C. for 3 h, cooled to RT, and concentrated. The resulted yellow solid was dissolved in H2O (10 mL), extracted with EtOAc (1×15 mL). The aqueous layer was acidified with 2N aqueous HCl (4.15 mL). The precipitate was filtered, and washed with H2O (10 mL) to afford the t...